From a dataset of the Open Reaction Database (ORD), a public repository of structured organic reaction records. describe an organic reaction: reactants, conditions, products, and yield Reactants: stainless steel, CN1CC=CC2=CC=C(C(=C12)O)CCC (N-methyl-7-propyl-8-hydroxyquinoline), [H][H] (hydrogen). Reagents/catalysts: [Ni] (Raney nickel). The solvent is O (water). Yields the product CN1CCCC2=CC=C(C(=C12)O)CCC (N-methyl-1,2,3,4-tetrahydro-7-propyl-8-hydroxyquinoline). The yield is 36.0%. RXN SMILES: [CH3:1][N:2]1[C:11]2[C:6](=[CH:7][CH:8]=[C:9]([CH2:13][CH2:14][CH3:15])[C:10]=2[OH:12])[CH:5]=[CH:4][CH2:3]1.[H][H]>O.[Ni]>[CH3:1][N:2]1[C:11]2[C:6](=[CH:7][CH:8]=[C:9]([CH2:13][CH2:14][CH3:15])[C:10]=2[OH:12])[CH2:5][CH2:4][CH2:3]1. Reported procedure: Into a stainless steel autoclave, one introduces 37.3 g of paratoluenesulfonate of N-methyl-7-propyl-8-hydroxyquinoline (0.1 mole) in 120 ml of water, and 5 g of Raney nickel. The hydrogenation is carried out under an 80 kg/cm2 hydrogen pressure. After absorption of the hydrogen, one cools and filters off the catalyst; one neutralizes the filtrate with an ammonia solution, resulting in the formation of a grayish-white precipitate that one separates and distills under high vacuum. One collects 8 ...